From a dataset of the Open Reaction Database (ORD), a public repository of structured organic reaction records. describe an organic reaction: reactants, conditions, products, and yield Procedure details: to a mixture of benzaldehyde (3.06 ml, 30.3 mmol) and methyl 2-amino-2-phenylacetate 1a (4.552 g, 27.6 mmol) in 50 mL 1,2-dichloroethane was added sodium triacetoxyborohydride (14.6 g, 68.9 mmol) all at once. The reaction mixture was stirred at room temperature for several hours then poured into 100 mL saturated aqueous sodium bicarbonate solution. The biphase was vigorously stirred for 15 minutes then the organic separation dried over magnesium sulfate, filtered and the filtrate concentrated un... Yields the product C(C1=CC=CC=C1)NC(C(=O)OC)C1=CC=CC=C1 (methyl 2-(benzylamino)-2-phenylacetate). The solvent is ClCCCl (1,2-dichloroethane). Starting materials: C([O-])(O)=O.[Na+] (sodium bicarbonate), C(C1=CC=CC=C1)=O (benzaldehyde), NC(C(=O)OC)C1=CC=CC=C1 (methyl 2-amino-2-phenylacetate), C(C)(=O)O[BH-](OC(C)=O)OC(C)=O.[Na+] (sodium triacetoxyborohydride). Reaction SMILES: [CH:1](=O)[C:2]1[CH:7]=[CH:6][CH:5]=[CH:4][CH:3]=1.[NH2:9][CH:10]([C:15]1[CH:20]=[CH:19][CH:18]=[CH:17][CH:16]=1)[C:11]([O:13][CH3:14])=[O:12].C(O[BH-](OC(=O)C)OC(=O)C)(=O)C.[Na+].C(=O)(O)[O-].[Na+]>ClCCCl>[CH2:1]([NH:9][CH:10]([C:15]1[CH:20]=[CH:19][CH:18]=[CH:17][CH:16]=1)[C:11]([O:13][CH3:14])=[O:12])[C:2]1[CH:7]=[CH:6][CH:5]=[CH:4][CH:3]=1 |f:2.3,4.5|. Reactants: O=C1CCC(=O)N1Br, ClC(Cl)(Cl)Cl, O=C(OOC(=O)c1ccccc1)c1ccccc1, Cc1nc2ccccc2n(C)c1=O. Product: Cn1c(=O)c(CBr)nc2ccccc21. As a reaction SMILES: [Br:1][N:2]1[C:3](=[O:4])[CH2:5][CH2:6][C:7]1=[O:8].[C:40]([Cl:41])([Cl:42])([Cl:43])[Cl:44].[C:9]([O:10][O:11][C:12](=[O:13])[c:14]1[cH:15][cH:16][cH:17][cH:18][cH:19]1)(=[O:20])[c:21]1[cH:22][cH:23][cH:24][cH:25][cH:26]1.[CH3:27][n:28]1[c:29](=[O:39])[c:30]([CH3:38])[n:31][c:32]2[cH:33][cH:34][cH:35][cH:36][c:37]12>>[Br:1][CH2:38][c:30]1[c:29](=[O:39])[n:28]([CH3:27])[c:37]2[c:32]([n:31]1)[cH:33][cH:34][cH:35][cH:36]2. The reactants are N12CCC(CC1)(C2)C(O)(C2=CC=CC=C2)C2=CC=CC=C2 (1-azabicyclo[2.2.1]hept-4-yl(diphenyl)methanol), COC1=CC(=CC=C1)CBr (3-(bromomethyl)phenyl methyl ether). Run in CC#N (CH3CN). Yields the product [Br-].OC(C12CC[N+](CC1)(C2)CC2=CC(=CC=C2)OC)(C2=CC=CC=C2)C2=CC=CC=C2 (4-[hydroxy(diphenyl)methyl]-1-{[3-(methyloxy)phenyl]methyl}-1-azoniabicyclo[2.2.1]heptane bromide). The yield is 9.9%. As a reaction SMILES: [N:1]12[CH2:7][C:4]([C:8]([C:16]3[CH:21]=[CH:20][CH:19]=[CH:18][CH:17]=3)([C:10]3[CH:15]=[CH:14][CH:13]=[CH:12][CH:11]=3)[OH:9])([CH2:5][CH2:6]1)[CH2:3][CH2:2]2.[CH3:22][O:23][C:24]1[CH:29]=[CH:28][CH:27]=[C:26]([CH2:30][Br:31])[CH:25]=1>CC#N>[Br-:31].[OH:9][C:8]([C:16]1[CH:21]=[CH:20][CH:19]=[CH:18][CH:17]=1)([C:10]1[CH:15]=[CH:14][CH:13]=[CH:12][CH:11]=1)[C:4]12[CH2:7][N+:1]([CH2:30][C:26]3[CH:27]=[CH:28][CH:29]=[C:24]([O:23][CH3:22])[CH:25]=3)([CH2:6][CH2:5]1)[CH2:2][CH2:3]2 |f:3.4|. Reported procedure: Following the general procedure outlined in Example 1, 1-azabicyclo[2.2.1]hept-4-yl(diphenyl)methanol (29.3 mg, 0.105 mmol) and 3-(bromomethyl)phenyl methyl ether (0.03 mL, 0.21 mmol) in 2 CH3CN/3 CHCl3 (2.5 mL) were reacted to give the desired product (5 mg, 10%). EI-MS m/z 400 (M+) Rt (1.72 min). Reactants: C1(=CC=CC=C1)C1C=CC2=CC=CC=C12 (1-Phenylindene), C(C)C1=C(C=CC=C1)CC1=CC=CC=C1 ((o-ethylphenyl)phenylmethane). Product: C1(=CC=CC=C1)C1=CC=CC2=CC=CC=C12 (1-Phenylnaphthalene), CC=1C2=CC=CC=C2C(=C2C=CC=CC12)C (9,10-dimethylanthracene), CC=1C2=CC=CC=C2C=C2C=CC=CC12 (9-methylanthracene), C1=CC=CC2=CC3=CC=CC=C3C=C12 (anthracene). Reaction SMILES: [C:1]1([CH:7]2[C:15]3[C:10](=[CH:11][CH:12]=[CH:13][CH:14]=3)[CH:9]=[CH:8]2)[CH:6]=[CH:5][CH:4]=[CH:3][CH:2]=1.[CH2:16]([C:18]1[CH:23]=[CH:22][CH:21]=[CH:20][C:19]=1[CH2:24][C:25]1[CH:30]=[CH:29][CH:28]=[CH:27][CH:26]=1)[CH3:17]>>[C:1]1([C:7]2[C:8]3[C:9](=[CH:10][CH:11]=[CH:12][CH:13]=3)[CH:16]=[CH:14][CH:15]=2)[CH:6]=[CH:5][CH:4]=[CH:3][CH:2]=1.[CH3:17][C:16]1[C:18]2[C:19]([C:24]([CH3:1])=[C:25]3[C:30]=1[CH:29]=[CH:28][CH:27]=[CH:26]3)=[CH:20][CH:21]=[CH:22][CH:23]=2.[CH3:8][C:7]1[C:15]2[C:10]([CH:9]=[C:2]3[C:1]=1[CH:6]=[CH:5][CH:4]=[CH:3]3)=[CH:11][CH:12]=[CH:13][CH:14]=2.[CH:5]1[C:6]2[C:1](=[CH:7][C:15]3[C:10]([CH:16]=2)=[CH:11][CH:12]=[CH:13][CH:14]=3)[CH:2]=[CH:3][CH:4]=1. Procedure details: 1-Phenylindene and the like are prepared from (o-ethylphenyl)phenylmethane. 1-Phenylnaphthalene (boiling point: 324-325° C.), 9,10-dimethylanthracene (melting point: 182-184° C.), and 9-methylanthracene obtained by elimination of a methyl group of 9,10-dimethylanthracene, anthracene (melting point: 216-218° C., boiling point: 342° C.) and the like are prepared from 1-(o-ethylphenyl)-1-phenylethane.